This data is from the Open Reaction Database (ORD), a public repository of structured organic reaction records. The task is: describe an organic reaction: reactants, conditions, products, and yield Reactants: COCCOC, CCOC(=O)CC1CCCN(S(=O)(=O)c2ccc(C)cc2)c2ccc(Cl)cc21, [Na], c1ccc2ccccc2c1. Product: CCOC(=O)CC1CCCNc2ccc(Cl)cc21. RXN SMILES: [CH2:40]([CH2:41][O:42][CH3:43])[O:44][CH3:45].[Cl:12][c:13]1[cH:14][cH:15][c:16]2[c:17]([cH:39]1)[CH:18]([CH2:33][C:34](=[O:35])[O:36][CH2:37][CH3:38])[CH2:19][CH2:20][CH2:21][N:22]2[S:23]([c:24]1[cH:25][cH:26][c:27]([CH3:28])[cH:29][cH:30]1)(=[O:31])=[O:32].[Na:11].[cH:1]1[cH:2][c:3]2[c:4]([cH:5][cH:6][cH:7][cH:8]2)[cH:9][cH:10]1>>[Cl:12][c:13]1[cH:14][cH:15][c:16]2[c:17]([cH:39]1)[CH:18]([CH2:33][C:34](=[O:35])[O:36][CH2:37][CH3:38])[CH2:19][CH2:20][CH2:21][NH:22]2. The reactants are CCC(CC)c1cc(C)nn2c(-c3c(C)nc4c(C(C)O)cccn34)c(C)nc12, C[N+]1([O-])CCOCC1, CCC[N+](CCC)(CCC)CCC, ClCCl, O=[Ru](=O)(=O)[O-]. The product is CCC(CC)c1cc(C)nn2c(-c3c(C)nc4c(C(C)=O)cccn34)c(C)nc12. As a reaction SMILES: [CH2:1]([CH3:2])[CH:3]([CH2:4][CH3:5])[c:6]1[c:7]2[n:8]([n:9][c:10]([CH3:12])[cH:11]1)[c:13](-[c:17]1[c:18]([CH3:29])[n:19][c:20]3[n:21]1[cH:22][cH:23][cH:24][c:25]3[CH:26]([CH3:27])[OH:28])[c:14]([CH3:16])[n:15]2.[CH3:30][N+:31]1([O-:32])[CH2:33][CH2:34][O:35][CH2:36][CH2:37]1.[CH3:41][CH2:42][CH2:43][N+:44]([CH2:45][CH2:46][CH3:47])([CH2:48][CH2:49][CH3:50])[CH2:51][CH2:52][CH3:53].[Cl:38][CH2:39][Cl:40].[O:54]=[Ru:55](=[O:56])([O-:57])=[O:58]>>[CH2:1]([CH3:2])[CH:3]([CH2:4][CH3:5])[c:6]1[c:7]2[n:8]([n:9][c:10]([CH3:12])[cH:11]1)[c:13](-[c:17]1[c:18]([CH3:29])[n:19][c:20]3[n:21]1[cH:22][cH:23][cH:24][c:25]3[C:26]([CH3:27])=[O:28])[c:14]([CH3:16])[n:15]2.